Task: describe an organic reaction: reactants, conditions, products, and yield. Dataset: the Open Reaction Database (ORD), a public repository of structured organic reaction records Starting materials: NC=1C(=C(C(=O)OC)C=CC1)NCCCO (methyl 3-amino-2-[(3-hydroxypropyl)amino]benzoate), ClC1=C(C=CC(=C1)Cl)N=C=S (2,4-dichlorophenyl isothiocyanate). Solvent: O1CCCC1 (tetrahydrofuran). Conditions: time 3 hour. The product is ClC1=C(C=CC(=C1)Cl)NC(=S)NC=1C(=C(C(=O)OC)C=CC1)NCCCO (Methyl 3-({[(2,4-dichlorophenyl)amino]carbonothioyl}amino)-2-[(3-hydroxypropyl)amino]benzoate). Isolated yield 98.0%. As a reaction SMILES: [NH2:1][C:2]1[C:3]([NH:12][CH2:13][CH2:14][CH2:15][OH:16])=[C:4]([CH:9]=[CH:10][CH:11]=1)[C:5]([O:7][CH3:8])=[O:6].[Cl:17][C:18]1[CH:23]=[C:22]([Cl:24])[CH:21]=[CH:20][C:19]=1[N:25]=[C:26]=[S:27]>O1CCCC1>[Cl:17][C:18]1[CH:23]=[C:22]([Cl:24])[CH:21]=[CH:20][C:19]=1[NH:25][C:26]([NH:1][C:2]1[C:3]([NH:12][CH2:13][CH2:14][CH2:15][OH:16])=[C:4]([CH:9]=[CH:10][CH:11]=1)[C:5]([O:7][CH3:8])=[O:6])=[S:27]. Procedure: To a solution of methyl 3-amino-2-[(3-hydroxypropyl)amino]benzoate (1.00 g, 4.46 mmol) in tetrahydrofuran (12 mL) was added 2,4-dichlorophenyl isothiocyanate (910 mg, 4.46 mmol), and the mixture was stirred at room temperature for 3 hr. The mixture was concentrated and the residue was diluted with saturated aqueous sodium hydrogen carbonate, and extracted with ethyl acetate. The combined organic layer was washed with brine, dried over anhydrous magnesium sulfate, filtered and concentrated in vac... The reactants are [Cl-], [Fe], Nc1nc(I)ccc1[N+](=O)[O-], [NH4+]. Yields the product Nc1ccc(I)nc1N. RXN SMILES: [Cl-:12].[Fe:14].[I:1][c:2]1[cH:3][cH:4][c:5]([N+:9]([O-:10])=[O:11])[c:6]([NH2:8])[n:7]1.[NH4+:13]>>[I:1][c:2]1[cH:3][cH:4][c:5]([NH2:9])[c:6]([NH2:8])[n:7]1. The reactants are [H-].[Na+] (Sodium hydride), Cuprous bromide, ClC1=C(C(=O)O)C=C(C=C1)Cl (2,5-dichlorobenzoic acid), C(C)(C)C=1C=C(C=C(C1)C(C)C)O (3,5-diisopropylphenol). Run in petroleum ether, petroleum ether, C=1(C(=CC=CC1)C)C (xylene). The product is ClC=1C=C(C(=O)O)C(=CC1)OC1=CC(=CC(=C1)C(C)C)C(C)C (3-Chloro-6-(3,5-diisopropylphenoxy)benzoic Acid). Yield: 49.4%. As a reaction SMILES: Cl[C:2]1[CH:10]=[CH:9][C:8]([Cl:11])=[CH:7][C:3]=1[C:4]([OH:6])=[O:5].[CH:12]([C:15]1[CH:16]=[C:17]([OH:24])[CH:18]=[C:19]([CH:21]([CH3:23])[CH3:22])[CH:20]=1)([CH3:14])[CH3:13].[H-].[Na+]>C1(C)C(C)=CC=CC=1>[Cl:11][C:8]1[CH:7]=[C:3]([C:2]([O:24][C:17]2[CH:18]=[C:19]([CH:21]([CH3:22])[CH3:23])[CH:20]=[C:15]([CH:12]([CH3:14])[CH3:13])[CH:16]=2)=[CH:10][CH:9]=1)[C:4]([OH:6])=[O:5] |f:2.3|. Procedure details: 2,5-dichlorobenzoic acid (5 g) and 3,5-diisopropylphenol (4.66 g) were dissolved in dry xylene and the solution placed under dry oxygen-free nitrogen. Sodium hydride (1.25 g) was added as a suspension in petroleum ether. Cuprous bromide was added and the solution refluxed for 5 hours and cooled. The xylene was removed by low pressure distillation. The remaining solid was acidified with dilute hydrochloric acid and extracted with diethyl ether. The ethereal layer was separated, dried and distille... The reactants are C(C)OC(COC=1C=CC2=C(CC(CCC2)N(C(=O)OC(C)(C)C)CC2=CC=CC=C2)C1)=O (2-[8-(N-benzyl-N-tert-butoxycarbonyl-amino)-6,7,8,9-tetrahydro-5H-benzocyclohepten-2-yloxy]acetic acid ethyl ester). Solvent: C(C)O (ethanol), [OH-].[Na+] (sodium hydroxide). Conditions: time 1 hour. The product is C(C1=CC=CC=C1)N(C(=O)OC(C)(C)C)C1CCCC2=C(C1)C=C(C=C2)OCC(=O)O (2-[8-(N-benzyl-N-tert-butoxycarbonylamino)-6,7,8,9-tetrahydro-5H-benzocyclohepten-2-yloxy]acetic acid). The yield is 86.6%. As a reaction SMILES: C([O:3][C:4](=[O:33])[CH2:5][O:6][C:7]1[CH:8]=[CH:9][C:10]2[CH2:16][CH2:15][CH2:14][CH:13]([N:17]([CH2:25][C:26]3[CH:31]=[CH:30][CH:29]=[CH:28][CH:27]=3)[C:18]([O:20][C:21]([CH3:24])([CH3:23])[CH3:22])=[O:19])[CH2:12][C:11]=2[CH:32]=1)C>C(O)C.[OH-].[Na+]>[CH2:25]([N:17]([CH:13]1[CH2:12][C:11]2[CH:32]=[C:7]([O:6][CH2:5][C:4]([OH:33])=[O:3])[CH:8]=[CH:9][C:10]=2[CH2:16][CH2:15][CH2:14]1)[C:18]([O:20][C:21]([CH3:24])([CH3:23])[CH3:22])=[O:19])[C:26]1[CH:31]=[CH:30][CH:29]=[CH:28][CH:27]=1 |f:2.3|. Procedure details: To a solution of 2-[8-(N-benzyl-N-tert-butoxycarbonyl-amino)-6,7,8,9-tetrahydro-5H-benzocyclohepten-2-yloxy]acetic acid ethyl ester (1.6 g) in ethanol (16 ml) was added aqueous iN sodium hydroxide at 5° C., and the mixture was stirred at room temperature for 1 hour. After evaporation in vacuo, the residue was dissolved into a mixture of aqueous 0.1N hydrochloric acid and ethyl acetate. After separation, the organic layer was washed with brine, dried over anhydrous magnesium sulfate and evaporate... Reactants: COC=1C=C2CCC(C(C2=CC1)=O)C/C=C/C=O ((E)-4-(6-methoxy-1-oxo-tetralin-2-yl)but-2-enal), C1(=CC=C(C=C1)CNC=CC(C)=O)C (4-(p-tolylmethylamino)but-3-en-2-one). The product is C(C)(=O)C1=CN(C=CC1CC1C(C2=CC=C(C=C2CC1)OC)=O)CC1=CC=C(C=C1)C (2-[[3-acetyl-1-(p-tolylmethyl)-4H-pyridin-4-yl]methyl]-6-methoxy-tetralin-1-one). As a reaction SMILES: [CH3:1][O:2][C:3]1[CH:4]=[C:5]2[C:10](=[CH:11][CH:12]=1)[C:9](=[O:13])[CH:8]([CH2:14]/[CH:15]=[CH:16]/[CH:17]=O)[CH2:7][CH2:6]2.[C:19]1([CH3:32])[CH:24]=[CH:23][C:22]([CH2:25][NH:26][CH:27]=[CH:28][C:29](=[O:31])[CH3:30])=[CH:21][CH:20]=1>>[C:29]([C:28]1[CH:15]([CH2:14][CH:8]2[CH2:7][CH2:6][C:5]3[C:10](=[CH:11][CH:12]=[C:3]([O:2][CH3:1])[CH:4]=3)[C:9]2=[O:13])[CH:16]=[CH:17][N:26]([CH2:25][C:22]2[CH:21]=[CH:20][C:19]([CH3:32])=[CH:24][CH:23]=2)[CH:27]=1)(=[O:31])[CH3:30]. Reported procedure: The title compound 57 is prepared according to the procedure reported in step D of Example 8 with aldehyde 54 (100 mg, 0.41 mmol) and enamine 58 (110 mg, 0.57 mmol) as reactants. Purification by column chromatography on SiO2 (Petroleum Ether/EtOAc=2:1) afford the title compound 57 as a yellow oil. (Yield 63.0 mg, 37%). Reactants: COC1CN(CCC1)CC#N ((3-Methoxy-1-piperidinyl)acetonitrile). Reagents/catalysts: [Ni] (Raney Nickel). The solvent is CCO (EtOH). Run at time 22 hour. Product: COC1CN(CCC1)CCN (2-(3-Methoxy-1-piperidinyl)ethylamine), crude colourless oil. Yield: 97.0%. As a reaction SMILES: [CH3:1][O:2][CH:3]1[CH2:8][CH2:7][CH2:6][N:5]([CH2:9][C:10]#[N:11])[CH2:4]1>[Ni].CCO>[CH3:1][O:2][CH:3]1[CH2:8][CH2:7][CH2:6][N:5]([CH2:9][CH2:10][NH2:11])[CH2:4]1. Reported procedure: A mixture of nitrile 282 (3.5 g, 22.7 mmol) and Raney Nickel (50% w/w suspension in water, 8 g) in EtOH (100 mL) and cNH3 (10 mL) was stirred under H2 (60 psi) for 22 h. The mixture was filtered through Celite, the solid washed with EtOH (60 mL) and the solvent evaporated to give diamine 283 as a crude colourless oil (3.48 g, 97%) which was used without further purification: HRMS (FAB+) calcd for C8H19N2O (MH+) m/z 159.14974, found 159.14976. The reactants are C#CCBr, CO, Cl, [Na+], CN(C)C=O, [OH-], O, NS(=O)(=O)c1nc2ccc(O)cc2s1. Product: C#CCOc1ccc2nc(S(N)(=O)=O)sc2c1. As a reaction SMILES: [CH2:17]([C:18]#[CH:19])[Br:20].[CH3:22][OH:23].[ClH:21].[Na+:2].[O:24]=[CH:25][N:26]([CH3:27])[CH3:28].[OH-:1].[OH2:29].[OH:3][c:4]1[cH:5][c:6]2[c:7]([n:8][c:9]([S:11](=[O:12])(=[O:13])[NH2:14])[s:10]2)[cH:15][cH:16]1>>[O:3]([c:4]1[cH:5][c:6]2[c:7]([n:8][c:9]([S:11](=[O:12])(=[O:13])[NH2:14])[s:10]2)[cH:15][cH:16]1)[CH2:19][C:18]#[CH:17]. The reactants are CCOc1ccc(C(O)c2cccc(Br)c2)cc1, ClC(Cl)Cl, [Na+], [Na+], O=C([O-])[O-]. The product is CCOc1ccc(Cc2cccc(Br)c2)cc1. Reaction SMILES: [Br:1][c:2]1[cH:3][c:4]([CH:8]([OH:9])[c:10]2[cH:11][cH:12][c:13]([O:16][CH2:17][CH3:18])[cH:14][cH:15]2)[cH:5][cH:6][cH:7]1.[CH:25]([Cl:26])([Cl:27])[Cl:28].[Na+:19].[Na+:20].[O-:21][C:22](=[O:23])[O-:24]>>[Br:1][c:2]1[cH:3][c:4]([CH2:8][c:10]2[cH:11][cH:12][c:13]([O:16][CH2:17][CH3:18])[cH:14][cH:15]2)[cH:5][cH:6][cH:7]1.